This data is from the Open Reaction Database (ORD), a public repository of structured organic reaction records. The task is: describe an organic reaction: reactants, conditions, products, and yield The reactants are O (water), NC1=C(C(=O)O)C=CC(=C1)C(F)(F)F (2-amino-4-(trifluoromethyl)benzoic acid), CC(CNC1CN(CCC1)C(=O)OC(C)(C)C)C (tert-butyl 3-[(2-methylpropyl)amino]piperidine-1-carboxylate), P(OCC)(OCC)(=O)C#N (diethyl phosphorocyanidate). The solvent is ClCCCl (1,2-dichloroethane). Conditions: temperature 70 celsius, time 8 hour. Yields the product NC1=C(C=CC(=C1)C(F)(F)F)C(=O)N(C1CN(CCC1)C(=O)OC(C)(C)C)CC(C)C (tert-butyl 3-[{[2-amino-4-(trifluoromethyl)phenyl]carbonyl}(2-methylpropyl)amino]piperidine-1-carboxylate). Isolated yield 47.7%. RXN SMILES: [NH2:1][C:2]1[CH:10]=[C:9]([C:11]([F:14])([F:13])[F:12])[CH:8]=[CH:7][C:3]=1[C:4]([OH:6])=O.[CH3:15][CH:16]([CH3:32])[CH2:17][NH:18][CH:19]1[CH2:24][CH2:23][CH2:22][N:21]([C:25]([O:27][C:28]([CH3:31])([CH3:30])[CH3:29])=[O:26])[CH2:20]1.P(C#N)(=O)(OCC)OCC.O>ClCCCl>[NH2:1][C:2]1[CH:10]=[C:9]([C:11]([F:14])([F:13])[F:12])[CH:8]=[CH:7][C:3]=1[C:4]([N:18]([CH2:17][CH:16]([CH3:32])[CH3:15])[CH:19]1[CH2:24][CH2:23][CH2:22][N:21]([C:25]([O:27][C:28]([CH3:29])([CH3:30])[CH3:31])=[O:26])[CH2:20]1)=[O:6]. Reported procedure: 2-amino-4-(trifluoromethyl)benzoic acid (0.32 g) and tert-butyl 3-[(2-methylpropyl)amino]piperidine-1-carboxylate (0.4 g) were dissolved in 1,2-dichloroethane (20 ml), diethyl phosphorocyanidate (0.31 g) was added and the mixture was stirred at 70° C. overnight. The reaction mixture was poured into water, and the mixture was extracted with ethyl acetate. The extract was washed with saturated brine, and dried over anhydrous magnesium sulfate. The solvent was evaporated under reduced pressure, and...